Dataset: the Open Reaction Database (ORD), a public repository of structured organic reaction records. Task: describe an organic reaction: reactants, conditions, products, and yield Reactants: CN1C(C(=C(C2=CC=CC=C12)O)C=O)=O (1-methyl-3-formyl-4-hydroxy-2(1H)-quinolinone), C(CC)(=O)OC(CC)=O (propanoic anhydride). Yields the product CN1C(C(=C(C2=CC=CC=C12)OC(CC)=O)C(OC(CC)=O)OC(CC)=O)=O (1-methyl-3-[di-(1-oxopropoxy)]methyl-4-(1-oxopropoxy)-2(1H)-quinolinone). RXN SMILES: [CH3:1][N:2]1[C:11]2[C:6](=[CH:7][CH:8]=[CH:9][CH:10]=2)[C:5]([OH:12])=[C:4]([CH:13]=[O:14])[C:3]1=[O:15].C([O:20][C:21](=[O:24])[CH2:22][CH3:23])(=O)CC>>[CH3:1][N:2]1[C:11]2[C:6](=[CH:7][CH:8]=[CH:9][CH:10]=2)[C:5]([O:12][C:5](=[O:12])[CH2:6][CH3:7])=[C:4]([CH:13]([O:20][C:21](=[O:24])[CH2:22][CH3:23])[O:14][C:13](=[O:14])[CH2:4][CH3:3])[C:3]1=[O:15]. Procedure: Following the procedure of Example 5, 1-methyl-3-formyl-4-hydroxy-2(1H)-quinolinone (from Preparation B) was acylated with propanoic anhydride to give 1-methyl-3-[di-(1-oxopropoxy)]methyl-4-(1-oxopropoxy)-2(1H)-quinolinone. That the expected product was obtained was confirmed by the spectral data: MS (CI): m/e 390 (M.+ +1); NMR (CDCl3): δ1.14 (t, 6H, 2 x CH3CH2), 1.38 (t, 3H, CH3CH2), 2.39 (m, 4H, 2 x CH2CO), 2.83 (q, 2H, CH3CH2CO), 3.74 (s, 3H, NCH3), 8.10 (s, 1 H, (CH3CH2COO)2CH) ppm. The reactants are COC(=O)c1ccc(CN)cc1, Cl, CCc1nnn(C2CC(n3cnc4c(NCC(c5ccccc5)c5ccccc5)nc(N5CCC(N)C5)nc43)C(O)C2O)n1, CCc1nnn(C2CC(n3cnc4c(NCC(c5ccccc5)c5ccccc5)nc(N5CCC(NC(=O)NCc6ccccn6)C5)nc43)C(O)C2O)n1. Yields the product Cl, CCc1nnn(C2CC(n3cnc4c(NCC(c5ccccc5)c5ccccc5)nc(N5CCC(NC(=O)NCc6ccc(C(=O)OC)cc6)C5)nc43)C(O)C2O)n1. Reaction SMILES: [CH3:100][O:101][C:102]([c:103]1[cH:104][cH:105][c:106]([CH2:109][NH2:110])[cH:107][cH:108]1)=[O:111].[ClH:45].[NH2:1][CH:2]1[CH2:3][CH2:4][N:5]([c:6]2[n:7][c:8]3[c:9]([n:10][cH:11][n:12]3[CH:13]3[CH2:14][CH:15]([n:16]4[n:17][n:18][c:19]([CH2:20][CH3:21])[n:22]4)[CH:23]([OH:24])[CH:25]3[OH:26])[c:27]([NH:28][CH2:29][CH:30]([c:31]3[cH:32][cH:33][cH:34][cH:35][cH:36]3)[c:37]3[cH:38][cH:39][cH:40][cH:41][cH:42]3)[n:43]2)[CH2:44]1.[c:46]1([CH:52]([CH2:53][NH:54][c:55]2[c:56]3[n:57][cH:58][n:59]([CH:80]4[CH:81]([OH:93])[CH:82]([OH:92])[CH:83]([n:85]5[n:86][c:87]([CH2:90][CH3:91])[n:88][n:89]5)[CH2:84]4)[c:60]3[n:61][c:62]([N:64]3[CH2:65][CH:66]([NH:69][C:70](=[O:71])[NH:72][CH2:73][c:74]4[cH:75][cH:76][cH:77][cH:78][n:79]4)[CH2:67][CH2:68]3)[n:63]2)[c:94]2[cH:95][cH:96][cH:97][cH:98][cH:99]2)[cH:47][cH:48][cH:49][cH:50][cH:51]1>>[ClH:45].[c:46]1([CH:52]([CH2:53][NH:54][c:55]2[c:56]3[n:57][cH:58][n:59]([CH:80]4[CH:81]([OH:93])[CH:82]([OH:92])[CH:83]([n:85]5[n:86][c:87]([CH2:90][CH3:91])[n:88][n:89]5)[CH2:84]4)[c:60]3[n:61][c:62]([N:64]3[CH2:65][CH:66]([NH:69][C:70](=[O:71])[NH:110][CH2:109][c:106]4[cH:105][cH:104][c:103]([C:102]([O:101][CH3:100])=[O:111])[cH:108][cH:107]4)[CH2:67][CH2:68]3)[n:63]2)[c:94]2[cH:95][cH:96][cH:97][cH:98][cH:99]2)[cH:47][cH:48][cH:49][cH:50][cH:51]1. Starting materials: CC1(CC(C=2C(=C(SC2S(=O)(=O)C)C(=O)N2CCCC2)C1)=O)C (6,6-dimethyl-3-methanesulphonyl-1-(pyrrolidin-1-ylcarbonyl)-4,5,6,7-tetrahydrobenzo[c]thiophen-4-one), [Na].C1(=CC=CC=C1)S (thiophenol sodium salt). Run in CCO (EtOH). Conditions: time 3 hour. The product is CC1(CC(C=2C(=C(SC2SC2=CC=CC=C2)C(=O)N2CCCC2)C1)=O)C (6,6-Dimethyl-3-phenylthio-1-(pyrrolidin-1-ylcarbonyl)-4,5,6,7-tetrahydrobenzo[c]thiophen-4-one). RXN SMILES: [CH3:1][C:2]1([CH3:23])[CH2:21][C:6]2=[C:7]([C:14]([N:16]3[CH2:20][CH2:19][CH2:18][CH2:17]3)=[O:15])[S:8][C:9]([S:10]([CH3:13])(=O)=O)=[C:5]2[C:4](=[O:22])[CH2:3]1.[Na].[C:25]1(S)[CH:30]=[CH:29]C=[CH:27][CH:26]=1>CCO>[CH3:1][C:2]1([CH3:23])[CH2:21][C:6]2=[C:7]([C:14]([N:16]3[CH2:20][CH2:19][CH2:18][CH2:17]3)=[O:15])[S:8][C:9]([S:10][C:13]3[CH:29]=[CH:30][CH:25]=[CH:26][CH:27]=3)=[C:5]2[C:4](=[O:22])[CH2:3]1 |f:1.2,^1:23|. Procedure: To a suspension of the 6,6-dimethyl-3-methanesulphonyl-1-(pyrrolidin-1-ylcarbonyl)-4,5,6,7-tetrahydrobenzo[c]thiophen-4-one (400 mg, 1.1 mmol) in EtOH (15 mL) was added thiophenol sodium salt (297 mg, 2.2 mmol). The mixture was stirred at room temperature for 3 h then the solvent evaporated. The residue was partitioned between EtOAc (20 mL) and water (30 mL). The organic phase was separated, dried (Na2SO4) and evaporated. The resultant oil was triturated with ether/hexane and the colourless soli... Reactants: COc1cc(-c2ccc3c(-c4ccc5ccccc5c4)n[nH]c3c2)ccc1OCc1ccccc1, CCOC(C)=O, CO, c1ccccc1. Product: COc1cc(-c2ccc3c(-c4ccc5ccccc5c4)n[nH]c3c2)ccc1O. RXN SMILES: [CH2:1]([c:2]1[cH:3][cH:4][cH:5][cH:6][cH:7]1)[O:8][c:9]1[c:10]([O:34][CH3:35])[cH:11][c:12](-[c:15]2[cH:16][cH:17][c:18]3[c:19](-[c:24]4[cH:25][c:26]5[cH:27][cH:28][cH:29][cH:30][c:31]5[cH:32][cH:33]4)[n:20][nH:21][c:22]3[cH:23]2)[cH:13][cH:14]1.[CH3:36][CH2:37][O:38][C:39](=[O:40])[CH3:41].[CH3:48][OH:49].[cH:42]1[cH:43][cH:44][cH:45][cH:46][cH:47]1>>[OH:8][c:9]1[c:10]([O:34][CH3:35])[cH:11][c:12](-[c:15]2[cH:16][cH:17][c:18]3[c:19](-[c:24]4[cH:25][c:26]5[cH:27][cH:28][cH:29][cH:30][c:31]5[cH:32][cH:33]4)[n:20][nH:21][c:22]3[cH:23]2)[cH:13][cH:14]1.